Task: describe an organic reaction: reactants, conditions, products, and yield. Dataset: the Open Reaction Database (ORD), a public repository of structured organic reaction records The reactants are COC(CNC(=O)C1=C(C2=C(C=N1)N=C(S2)C=2C=NC(=CC2)OCCCC)O)=O ({[2-(6-butoxy-pyridin-3-yl)-7-hydroxy-thiazolo[4,5-c]pyridine-6-carbonyl]-amino}-acetic acid methyl ester), [OH-].[Li+] (lithium hydroxide). The solvent is CO (methanol). Reaction conditions: temperature 50 celsius, time 1.5 hour. The product is C(CCC)OC1=CC=C(C=N1)C=1SC2=C(C=NC(=C2O)C(=O)NCC(=O)O)N1 ({[2-(6-Butoxy-pyridin-3-yl)-7-hydroxy-thiazolo[4,5-c]pyridine-6-carbonyl]-amino}-acetic acid). The yield is 62.1%. As a reaction SMILES: C[O:2][C:3](=[O:29])[CH2:4][NH:5][C:6]([C:8]1[N:13]=[CH:12][C:11]2[N:14]=[C:15]([C:17]3[CH:18]=[N:19][C:20]([O:23][CH2:24][CH2:25][CH2:26][CH3:27])=[CH:21][CH:22]=3)[S:16][C:10]=2[C:9]=1[OH:28])=[O:7].[OH-].[Li+]>CO>[CH2:24]([O:23][C:20]1[N:19]=[CH:18][C:17]([C:15]2[S:16][C:10]3[C:9]([OH:28])=[C:8]([C:6]([NH:5][CH2:4][C:3]([OH:29])=[O:2])=[O:7])[N:13]=[CH:12][C:11]=3[N:14]=2)=[CH:22][CH:21]=1)[CH2:25][CH2:26][CH3:27] |f:1.2|. Reported procedure: To a solution of {[2-(6-butoxy-pyridin-3-yl)-7-hydroxy-thiazolo[4,5-c]pyridine-6-carbonyl]-amino}-acetic acid methyl ester (10.6 mg, 0.026 mmol) in methanol (1 mL) was added lithium hydroxide aqueous solution (1N, 0.51 mL) at ambient temperature. The reaction mixture was stirred at 50° C. for 1.5 h. After the solvent was evaporated off, 10 mL of water was added. The aqueous solution was adjusted to pH 2-3 by addition of 1N hydrochloric acid, and extracted twice with ethyl acetate. The combined o... Reactants: O=P(Cl)(Cl)Cl (POCl3), CN(C)C=O (DMF), C(C)(C)C1=CC=CC2=C(C=CC2=C1)CCO (7-Isopropyl-[3-(2-hydroxyethyl)]-azulene), CN(C)C=O (DMF), [OH-].[Na+] (NaOH). Conditions: time 10 minute. Yields the product C(C)(C)C1=CC=CC2=C(C=C(C2=C1)C=O)CCO (7-Isopropyl-3-(2-hydoxy)ethyl-1-formylazulene). Isolated yield 98.1%. As a reaction SMILES: O=P(Cl)(Cl)Cl.[CH:6]([C:9]1[CH:18]=[C:17]2[C:13](=[C:14]([CH2:19][CH2:20][OH:21])[CH:15]=[CH:16]2)[CH:12]=[CH:11][CH:10]=1)([CH3:8])[CH3:7].[OH-].[Na+].CN([CH:27]=[O:28])C>>[CH:6]([C:9]1[CH:18]=[C:17]2[C:13](=[C:14]([CH2:19][CH2:20][OH:21])[CH:15]=[C:16]2[CH:27]=[O:28])[CH:12]=[CH:11][CH:10]=1)([CH3:8])[CH3:7] |f:2.3|. Reported procedure: A POCl3 (0.4 ml ) was added to DMF (5.0 ml ) at 0° C. and stirred for 10 min. To this mixture, 0.5 g of 7-Isopropyl-[3-(2-hydroxyethyl)]-azulene in DMF (2.5 ml) was added and stirred at 0° C. for 30 min. The mixture was poured into icewater and basified with 10% NaOH solution. The solution was extracted with ethyl acetate. The ethyl acetate extracts were washed with H2O and brine, dried (MgSO4), then concentrated to dryness. Purification of the residue by silica gel column chromatography (elutio... The reactants are CN(C)c1ccccn1, CN(C)C=O, NC1CC1, [Na+], On1nnc2ccccc21, O=C([O-])O, O=C(O)C(c1ccccc1)N1CCCC(Nc2ccc3[nH]ncc3c2)C1. The product is O=C(NC1CC1)C(c1ccccc1)N1CCCC(Nc2ccc3[nH]ncc3c2)C1. Reaction SMILES: [CH3:41][N:42]([c:43]1[cH:44][cH:45][cH:46][cH:47][n:48]1)[CH3:49].[CH3:55][N:56]([CH3:57])[CH:58]=[O:59].[CH:1]1([NH2:4])[CH2:2][CH2:3]1.[Na+:50].[OH:31][n:32]1[c:33]2[cH:34][cH:35][cH:36][cH:37][c:38]2[n:39][n:40]1.[OH:51][C:52](=[O:53])[O-:54].[nH:5]1[n:6][cH:7][c:8]2[cH:9][c:10]([NH:14][CH:15]3[CH2:16][N:17]([CH:21]([C:22](=[O:23])[OH:24])[c:25]4[cH:26][cH:27][cH:28][cH:29][cH:30]4)[CH2:18][CH2:19][CH2:20]3)[cH:11][cH:12][c:13]12>>[CH:1]1([NH:4][C:22]([CH:21]([N:17]2[CH2:16][CH:15]([NH:14][c:10]3[cH:9][c:8]4[cH:7][n:6][nH:5][c:13]4[cH:12][cH:11]3)[CH2:20][CH2:19][CH2:18]2)[c:25]2[cH:26][cH:27][cH:28][cH:29][cH:30]2)=[O:23])[CH2:2][CH2:3]1. Starting materials: C(CCCCC)N (n-hexylamine), CC(CCN)C (3-methyl-butylamine). Product: C(C)C(CN)CCCC (2-ethyl-hexylamine). As a reaction SMILES: [CH2:1]([NH2:7])[CH2:2][CH2:3][CH2:4][CH2:5][CH3:6].[CH3:8][CH:9](C)CCN>>[CH2:8]([CH:2]([CH2:3][CH2:4][CH2:5][CH3:6])[CH2:1][NH2:7])[CH3:9]. Procedure details: n-hexylamine and/or 3-methyl-butylamine The reactants are CC(C)(C)c1cccc(C(C)(C)C)c1O, CS(C)=O, Cl, [Na+], O=[N+]([O-])c1cccc([N+](=O)[O-])c1, [OH-]. The product is CC(C)(C)c1cc(-c2ccc([N+](=O)[O-])cc2[N+](=O)[O-])cc(C(C)(C)C)c1O. As a reaction SMILES: [C:15]([CH3:16])([CH3:17])([CH3:18])[c:19]1[c:20]([OH:29])[c:21]([C:25]([CH3:26])([CH3:27])[CH3:28])[cH:22][cH:23][cH:24]1.[CH3:31][S:32]([CH3:33])=[O:34].[ClH:30].[Na+:2].[O-:3][N+:4](=[O:5])[c:6]1[cH:7][cH:8][cH:9][c:10]([N+:12]([O-:13])=[O:14])[cH:11]1.[OH-:1]>>[O-:3][N+:4](=[O:5])[c:6]1[c:7](-[c:23]2[cH:22][c:21]([C:25]([CH3:26])([CH3:27])[CH3:28])[c:20]([OH:29])[c:19]([C:15]([CH3:16])([CH3:17])[CH3:18])[cH:24]2)[cH:8][cH:9][c:10]([N+:12]([O-:13])=[O:14])[cH:11]1. The reactants are CCO, CCOC(C)=O, CCOC(=O)C1CCOc2cc(Oc3ccc(C(=O)NCCc4ccc(SC(F)(F)F)cc4)cc3)c(Cl)cc21, Cl, [Na+], [OH-]. The product is O=C(NCCc1ccc(SC(F)(F)F)cc1)c1ccc(Oc2cc3c(cc2Cl)C(C(=O)O)CCO3)cc1. RXN SMILES: [CH3:42][CH2:43][OH:44].[CH3:46][CH2:47][O:48][C:49](=[O:50])[CH3:51].[Cl:1][c:2]1[cH:3][c:4]2[c:9]([cH:10][c:11]1[O:12][c:13]1[cH:14][cH:15][c:16]([C:19]([NH:20][CH2:21][CH2:22][c:23]3[cH:24][cH:25][c:26]([S:29][C:30]([F:31])([F:32])[F:33])[cH:27][cH:28]3)=[O:34])[cH:17][cH:18]1)[O:8][CH2:7][CH2:6][CH:5]2[C:35](=[O:36])[O:37][CH2:38][CH3:39].[ClH:45].[Na+:41].[OH-:40]>>[Cl:1][c:2]1[cH:3][c:4]2[c:9]([cH:10][c:11]1[O:12][c:13]1[cH:14][cH:15][c:16]([C:19]([NH:20][CH2:21][CH2:22][c:23]3[cH:24][cH:25][c:26]([S:29][C:30]([F:31])([F:32])[F:33])[cH:27][cH:28]3)=[O:34])[cH:17][cH:18]1)[O:8][CH2:7][CH2:6][CH:5]2[C:35](=[O:36])[OH:37].